Task: describe an organic reaction: reactants, conditions, products, and yield. Dataset: the Open Reaction Database (ORD), a public repository of structured organic reaction records Starting materials: C(CC#C)OCCCCCC=O (6-(but-3-ynyloxy)hexanal), CC1(OCC2=C(O1)C=CC(=C2)[C@H](CN[C@H](CO)C2=CC=CC=C2)O)C ((1R)-1-(2,2-dimethyl-4H-1,3-benzodioxin-6-yl)-2-{[(1S)-2-hydroxy-1-phenylethyl]amino}ethanol), C(C)(=O)O[BH-](OC(C)=O)OC(C)=O.[Na+] (sodium triacetoxyborohydride). Run in C(C)(=O)OCC (ethyl acetate), C([O-])(O)=O.[Na+] (sodium bicarbonate), C(Cl)(Cl)Cl (chloroform). Run at time 2 day. Product: C(CC#C)OCCCCCCN(C[C@H](O)C1=CC2=C(OC(OC2)(C)C)C=C1)[C@H](CO)C1=CC=CC=C1 ((1R)-2-{[6-(But-3-ynyloxy)hexyl][(1S)-2-hydroxy-1-phenylethyl]amino}-1-(2,2-dimethyl-4H-1,3-benzodioxin-6-yl)ethanol). The yield is 79.0%. Reaction SMILES: [CH2:1]([O:5][CH2:6][CH2:7][CH2:8][CH2:9][CH2:10][CH:11]=O)[CH2:2][C:3]#[CH:4].[CH3:13][C:14]1([CH3:37])[O:19][C:18]2[CH:20]=[CH:21][C:22]([C@@H:24]([OH:36])[CH2:25][NH:26][C@@H:27]([C:30]3[CH:35]=[CH:34][CH:33]=[CH:32][CH:31]=3)[CH2:28][OH:29])=[CH:23][C:17]=2[CH2:16][O:15]1.C(O[BH-](OC(=O)C)OC(=O)C)(=O)C.[Na+]>C(Cl)(Cl)Cl.C(OCC)(=O)C.C(=O)(O)[O-].[Na+]>[CH2:1]([O:5][CH2:6][CH2:7][CH2:8][CH2:9][CH2:10][CH2:11][N:26]([C@@H:27]([C:30]1[CH:31]=[CH:32][CH:33]=[CH:34][CH:35]=1)[CH2:28][OH:29])[CH2:25][C@@H:24]([C:22]1[CH:21]=[CH:20][C:18]2[O:19][C:14]([CH3:13])([CH3:37])[O:15][CH2:16][C:17]=2[CH:23]=1)[OH:36])[CH2:2][C:3]#[CH:4] |f:2.3,6.7|. Reported procedure: A mixture of 6-(but-3-ynyloxy)hexanal (434 mg) and (1R)-1-(2,2-dimethyl-4H-1,3-benzodioxin-6-yl)-2-{[(1S)-2-hydroxy-1-phenylethyl]amino}ethanol (710 mg) (WO/0196278) in chloroform (10 ml) was treated at 20° C. with sodium triacetoxyborohydride (866 mg) and stirred under nitrogen for 2 days. The mixture was diluted with ethyl acetate and aqueous sodium bicarbonate solution. The organic phase was separated and washed with sodium bicarbonate solution, brine, dried and purified on a silica Bond Elut... The reactants are COCC(=O)Cl, CCN(C(C)C)C(C)C, ClCCl, Cc1ccc(-n2nc(C(C)(C)C)cc2NC(=O)Nc2ccc(OCc3ccncc3N)c3ccccc23)cc1, CN(C)C=O. Product: COCC(=O)Nc1cnccc1COc1ccc(NC(=O)Nc2cc(C(C)(C)C)nn2-c2ccc(C)cc2)c2ccccc12. RXN SMILES: [CH3:49][O:50][CH2:51][C:52](=[O:53])[Cl:54].[CH:40]([N:41]([CH2:42][CH3:43])[CH:44]([CH3:45])[CH3:46])([CH3:47])[CH3:48].[Cl:55][CH2:56][Cl:57].[NH2:1][c:2]1[cH:3][n:4][cH:5][cH:6][c:7]1[CH2:8][O:9][c:10]1[cH:11][cH:12][c:13]([NH:20][C:21](=[O:22])[NH:23][c:24]2[cH:25][c:26]([C:36]([CH3:37])([CH3:38])[CH3:39])[n:27][n:28]2-[c:29]2[cH:30][cH:31][c:32]([CH3:35])[cH:33][cH:34]2)[c:14]2[cH:15][cH:16][cH:17][cH:18][c:19]12.[O:58]=[CH:59][N:60]([CH3:61])[CH3:62]>>[NH:1]([c:2]1[cH:3][n:4][cH:5][cH:6][c:7]1[CH2:8][O:9][c:10]1[cH:11][cH:12][c:13]([NH:20][C:21](=[O:22])[NH:23][c:24]2[cH:25][c:26]([C:36]([CH3:37])([CH3:38])[CH3:39])[n:27][n:28]2-[c:29]2[cH:30][cH:31][c:32]([CH3:35])[cH:33][cH:34]2)[c:14]2[cH:15][cH:16][cH:17][cH:18][c:19]12)[C:52]([CH2:51][O:50][CH3:49])=[O:53]. Product: CC(C)N1Cc2c(F)cccc2NS1(=O)=O. The reactants are CC(C)NCc1c(N)cccc1F, NS(N)(=O)=O, c1ccncc1. As a reaction SMILES: [CH3:1][CH:2]([CH3:3])[NH:4][CH2:5][c:6]1[c:7]([NH2:13])[cH:8][cH:9][cH:10][c:11]1[F:12].[NH2:14][S:15]([NH2:16])(=[O:17])=[O:18].[cH:19]1[cH:20][cH:21][n:22][cH:23][cH:24]1>>[CH3:1][CH:2]([CH3:3])[N:4]1[CH2:5][c:6]2[c:7]([cH:8][cH:9][cH:10][c:11]2[F:12])[NH:13][S:15]1(=[O:17])=[O:18].